This data is from the Open Reaction Database (ORD), a public repository of structured organic reaction records. The task is: describe an organic reaction: reactants, conditions, products, and yield The reactants are BrC1=CC(=C(C=C1C)NC1=NC=C(C(=N1)NC1=NN(C(=C1)C)C1OCCCC1)Cl)C (N2-(4-bromo-2,5-dimethylphenyl)-5-chloro-N4-(5-methyl-1-(tetrahydro-2H-pyran-2-yl)-1H-pyrazol-3-yl)pyrimidine-2,4-diamine), C(CCC)[Sn](C(=C)OCC)(CCCC)CCCC (tributyl(1-ethoxyvinyl)stannane). Reagents/catalysts: C=1C=CC(=CC1)[P](C=2C=CC=CC2)(C=3C=CC=CC3)[Pd]([P](C=4C=CC=CC4)(C=5C=CC=CC5)C=6C=CC=CC6)([P](C=7C=CC=CC7)(C=8C=CC=CC8)C=9C=CC=CC9)[P](C=1C=CC=CC1)(C=1C=CC=CC1)C=1C=CC=CC1 (Pd(PPh3)4). The solvent is C1(=CC=CC=C1)C (toluene). Run at temperature 100 celsius. Product: ClC=1C(=NC(=NC1)NC1=CC(=C(C=C1C)C(C)=O)C)NC1=NNC(=C1)C (1-(4-(5-chloro-4-(5-methyl-1H-pyrazol-3-ylamino)pyrimidin-2-ylamino)-2,5-dimethylphenyl)ethanone). RXN SMILES: Br[C:2]1[C:7]([CH3:8])=[CH:6][C:5]([NH:9][C:10]2[N:15]=[C:14]([NH:16][C:17]3[CH:21]=[C:20]([CH3:22])[N:19](C4CCCCO4)[N:18]=3)[C:13]([Cl:29])=[CH:12][N:11]=2)=[C:4]([CH3:30])[CH:3]=1.C([Sn](CCCC)(CCCC)[C:36]([O:38]CC)=[CH2:37])CCC>C1(C)C=CC=CC=1.C1C=CC([P]([Pd]([P](C2C=CC=CC=2)(C2C=CC=CC=2)C2C=CC=CC=2)([P](C2C=CC=CC=2)(C2C=CC=CC=2)C2C=CC=CC=2)[P](C2C=CC=CC=2)(C2C=CC=CC=2)C2C=CC=CC=2)(C2C=CC=CC=2)C2C=CC=CC=2)=CC=1>[Cl:29][C:13]1[C:14]([NH:16][C:17]2[CH:21]=[C:20]([CH3:22])[NH:19][N:18]=2)=[N:15][C:10]([NH:9][C:5]2[C:4]([CH3:30])=[CH:3][C:2]([C:36](=[O:38])[CH3:37])=[C:7]([CH3:8])[CH:6]=2)=[N:11][CH:12]=1 |^1:59,61,80,99|. Procedure details: A mixture of N2-(4-bromo-2,5-dimethylphenyl)-5-chloro-N4-(5-methyl-1-(tetrahydro-2H-pyran-2-yl)-1H-pyrazol-3-yl)pyrimidine-2,4-diamine (166 mg, 0.34 mmol), tributyl(1-ethoxyvinyl)stannane (146 mg, 0.41 mmol) and Pd(PPh3)4 (39 mg, 0.034 mmol) in toluene (2 mL) was degassed and heated at 100° C. under N2 for 14 h. After cooling down to room temperature, the mixture was concentrated. The resulting residue was redissolved in acetonitrile (2 mL) and treated with 1N HCl (2 mL) for 14 h. After extracti... Reactants: crystals, CN (methylamine), CS(=O)(=O)OC(C(C)C)C=1C(=NC=NC1)C(C)C (5-(1-methylsulfonyloxy-2-methylpropyl)-4-isopropylpyrimidine). Solvent: C(C)(C)O (isopropyl alcohol). Reaction conditions: time 8 hour. Yields the product CNC(C(C)C)C=1C(=NC=NC1)C(C)C (5-[1-(N-methylamino)-2-methylpropyl]-4-isopropylpyrimidine). The yield is 36.0%. Reaction SMILES: CS(O[CH:6]([C:10]1[C:11]([CH:16]([CH3:18])[CH3:17])=[N:12][CH:13]=[N:14][CH:15]=1)[CH:7]([CH3:9])[CH3:8])(=O)=O.[CH3:19][NH2:20]>C(O)(C)C>[CH3:19][NH:20][CH:6]([C:10]1[C:11]([CH:16]([CH3:18])[CH3:17])=[N:12][CH:13]=[N:14][CH:15]=1)[CH:7]([CH3:9])[CH3:8]. Procedure: 10.6 g (39 mmol) of 5-(1-methylsulfonyloxy-2-methylpropyl)-4-isopropylpyrimidine was dissolved in 50 ml of isopropyl alcohol, and 10 ml (129 mmol) of a 40% methylamine aqueous solution was added, followed by stirring at room temperature for 8 hours. After completion of the reaction, the solvent was distilled off under reduced pressure, and 100 ml of water was added, followed by extraction with ethyl acetate. The obtained organic layer was washed with water and then dried over anhydrous magnesium... Solvent: C(Cl)(Cl)Cl (chloroform). Yield: 47.3%. As a reaction SMILES: [I:1][C:2]1[CH:3]=[C:4]([CH:9]2[C:14]([C:15]([O:17][CH3:18])=[O:16])=[C:13](C)[NH:12][C:11]3[CH2:20][O:21][CH2:22][C:23](=[O:24])[C:10]2=3)[CH:5]=[CH:6][C:7]=1[CH3:8].N1C=CC=CC=1.[Br-].[Br-].[Br-].[NH+]1C=CC=CC=1.[NH+]1C=CC=CC=1.[NH+]1C=CC=CC=1.Cl>C(Cl)(Cl)Cl>[I:1][C:2]1[CH:3]=[C:4]([CH:9]2[C:10]3[C:23](=[O:24])[CH2:22][O:21][CH2:20][C:11]=3[NH:12][C:13]3[CH2:18][O:17][C:15](=[O:16])[C:14]2=3)[CH:5]=[CH:6][C:7]=1[CH3:8] |f:2.3.4.5.6.7|. Reported procedure: The product from Example 5A (0.60 g, 1.4 mmol) in chloroform (10 mL) under a nitrogen atmosphere was treated with pyridine (0.13 mL, 1.6 mmol) and pyridinium tribromide (0.48 g, 1.5 mmol) at −10° C. After stirring at −10° C. for 2 hours, the mixture was allowed to warm to ambient temperature and then was treated with 1M HCl and extracted with chloroform. The chloroform layer was dried (MgSO4), filtered, concentrated, heated to 130° C. under nitrogen for 1 hour and cooled to ambient temperature. ... Run at temperature -10 celsius, time 2 hour. Reactants: IC=1C=C(C=CC1C)C1C2=C(NC(=C1C(=O)OC)C)COCC2=O (methyl 4-(3-iodo-4-methylphenyl)-2-methyl-5-oxo-4,5,6,8-tetrahydro-1H-pyrano[3,4-b]pyridine-3-carboxylate), N1=CC=CC=C1 (pyridine), [Br-].[Br-].[Br-].[NH+]1=CC=CC=C1.[NH+]1=CC=CC=C1.[NH+]1=CC=CC=C1 (pyridinium tribromide), Cl (HCl). Product: IC=1C=C(C=CC1C)C1C2=C(NC3=C1C(COC3)=O)COC2=O (9-(3-iodo-4-methylphenyl)-5,9-dihydro-3H-furo[3,4-b]pyrano[4,3-e]pyridine-1,8(4H,7H)-dione). Starting materials: [N+](=O)([O-])C1=CC=C(CN2C(=NC(=C2CC=CO)Cl)CCCC)C=C1 (3-[1-(4-nitrobenzyl)-2-butyl-4-chloroimidazol-5-yl]propen-1-ol), C(C)(=O)O (acetic acid). The reagents and catalysts are [Fe] (iron). Solvent: C(C)O (ethanol). Yields the product NC1=CC=C(CN2C(=NC(=C2CC=CO)Cl)CCCC)C=C1 (3-[1-(4-Aminobenzyl)-2-butyl-4-chloroimidazol-5-yl]propen-1-ol). Reaction SMILES: [N+:1]([C:4]1[CH:24]=[CH:23][C:7]([CH2:8][N:9]2[C:13]([CH2:14][CH:15]=[CH:16][OH:17])=[C:12]([Cl:18])[N:11]=[C:10]2[CH2:19][CH2:20][CH2:21][CH3:22])=[CH:6][CH:5]=1)([O-])=O.C(O)(=O)C>C(O)C.[Fe]>[NH2:1][C:4]1[CH:5]=[CH:6][C:7]([CH2:8][N:9]2[C:13]([CH2:14][CH:15]=[CH:16][OH:17])=[C:12]([Cl:18])[N:11]=[C:10]2[CH2:19][CH2:20][CH2:21][CH3:22])=[CH:23][CH:24]=1. Procedure details: A mixture of 0.2 g of 3-[1-(4-nitrobenzyl)-2-butyl-4-chloroimidazol-5-yl]propen-1-ol, 0.15 g of iron and 0.3 mL of glacial acetic acid in 10 mL of absolute ethanol was refluxed for 1 hour. The reaction mixture was concentrated to dryness and the residue was dissolved in 20 mL of water and the solution was made basic to pH 8 by adding K2CO3. The mixture was then extracted with ethyl acetate and the ethyl acetate layer was washed with water. The organic layer was concentrated to give a crude produ... Starting materials: [Br-], CC(C)c1cc(Br)ccc1NC#N, O=C([O-])[O-], CC(C)(C)P(C(C)(C)C)C(C)(C)C, C1CCOC1, Cn1c(C#N)ccc1B(O)O, [K+], [K+]. Product: CC(C)c1cc(-c2ccc(C#N)n2C)ccc1NC#N. Reaction SMILES: [Br-:44].[Br:1][c:2]1[cH:3][c:4]([CH:11]([CH3:12])[CH3:13])[c:5]([NH:8][C:9]#[N:10])[cH:6][cH:7]1.[C:25](=[O:26])([O-:27])[O-:28].[C:31]([P:32]([C:33]([CH3:34])([CH3:35])[CH3:36])[C:37]([CH3:38])([CH3:39])[CH3:40])([CH3:41])([CH3:42])[CH3:43].[CH2:45]1[O:46][CH2:47][CH2:48][CH2:49]1.[CH3:14][n:15]1[c:16]([B:22]([OH:23])[OH:24])[cH:17][cH:18][c:19]1[C:20]#[N:21].[K+:29].[K+:30]>>[c:2]1(-[c:16]2[n:15]([CH3:14])[c:19]([C:20]#[N:21])[cH:18][cH:17]2)[cH:3][c:4]([CH:11]([CH3:12])[CH3:13])[c:5]([NH:8][C:9]#[N:10])[cH:6][cH:7]1.